The task is: describe an organic reaction: reactants, conditions, products, and yield. This data is from the Open Reaction Database (ORD), a public repository of structured organic reaction records. Reactants: CCOC(C)=O, CC(C)(C)[O-], Clc1cncc(Cl)c1Cl, [K+], Nc1ccc(O)cc1, CN(C)C=O. Yields the product Nc1ccc(Oc2c(Cl)cncc2Cl)cc1. Reaction SMILES: [CH3:29][CH2:30][O:31][C:32](=[O:33])[CH3:34].[CH3:9][C:10]([CH3:11])([O-:12])[CH3:13].[Cl:15][c:16]1[cH:17][n:18][cH:19][c:20]([Cl:23])[c:21]1[Cl:22].[K+:14].[NH2:1][c:2]1[cH:3][cH:4][c:5]([OH:6])[cH:7][cH:8]1.[O:24]=[CH:25][N:26]([CH3:27])[CH3:28]>>[NH2:1][c:2]1[cH:3][cH:4][c:5]([O:6][c:21]2[c:16]([Cl:15])[cH:17][n:18][cH:19][c:20]2[Cl:23])[cH:7][cH:8]1. Run at time 2 hour. The solvent is O (water). As a reaction SMILES: [CH3:1][C:2]([C:4]1[CH:9]=[CH:8][CH:7]=[C:6]([Cl:10])[CH:5]=1)=[O:3].C(O)C.[H-].[Na+].Cl.[C:17](=O)([O:21]CC)[O:18][CH2:19][CH3:20]>O>[Cl:10][C:6]1[CH:5]=[C:4]([C:2](=[O:3])[CH2:1][C:17]([O:18][CH2:19][CH3:20])=[O:21])[CH:9]=[CH:8][CH:7]=1 |f:2.3|. Yields the product ClC=1C=C(C=CC1)C(CC(=O)OCC)=O (ethyl 3-(3-chlorophenyl)-3-oxopropanoate). Reported procedure: To a solution of 3-chloroacetophenone (23.9 g, 154 mmol) in diethyl carbonate (150 ml) was added ethanol (0.3 ml), and sodium hydride (60% in oil, 12.4 g, 309 mmol) was added under ice-cooling. The mixture was stirred at room temperature for 2 hrs. To the reaction solution was added 6N hydrochloric acid to stop the reaction, and water (500 ml) was added. Then, the mixture was extracted with ethyl acetate (500 ml×2). The extract was washed successively with water and saturated brine, dried (anhyd... Starting materials: CC(=O)C1=CC(=CC=C1)Cl (3-chloroacetophenone), C(C)O (ethanol), [H-].[Na+] (sodium hydride), C(OCC)(OCC)=O (diethyl carbonate), Cl (hydrochloric acid). Starting materials: compound A, ClC1=C(C=CC(=C1)Cl)C1=CC2=C(N(C3=CC=C(C=C23)C(CC(CN(C)C)=O)=O)C)N(C1=O)C (1-[3-(2,4-dichlorophenyl)-1,9-dimethyl-2-oxo-2,9-dihydro-1H-pyrido[2,3-b]indol-6-yl]-4-dimethylaminobutane-1,3-dione), O.NN (hydrazine monohydrate). Yields the product ClC1=C(C=CC(=C1)Cl)C1=CC2=C(N(C3=CC=C(C=C23)C=2NN=C(C2)CN(C)C)C)N(C1=O)C (3-(2,4-Dichlorophenyl)-6-(5-dimethylaminomethyl-2H-pyrazol-3-yl)-1,9-dimethyl-1,9-dihydropyrido[2,3-b]indol-2-one). As a reaction SMILES: [Cl:1][C:2]1[CH:7]=[C:6]([Cl:8])[CH:5]=[CH:4][C:3]=1[C:9]1[C:31](=O)[N:30]([CH3:33])[C:12]2[N:13]([CH3:29])[C:14]3[C:19]([C:11]=2[CH:10]=1)=[CH:18][C:17]([C:20](=O)[CH2:21][C:22](=O)[CH2:23][N:24]([CH3:26])[CH3:25])=[CH:16][CH:15]=3.[OH2:34].[NH2:35][NH2:36]>>[Cl:1][C:2]1[CH:7]=[C:6]([Cl:8])[CH:5]=[CH:4][C:3]=1[C:9]1[C:31](=[O:34])[N:30]([CH3:33])[C:12]2[N:13]([CH3:29])[C:14]3[C:19]([C:11]=2[CH:10]=1)=[CH:18][C:17]([C:20]1[NH:35][N:36]=[C:22]([CH2:23][N:24]([CH3:26])[CH3:25])[CH:21]=1)=[CH:16][CH:15]=3 |f:1.2|. Procedure: The process is carried out as in Example 43 above, with compound A 1-[3-(2,4-dichlorophenyl)-1,9-dimethyl-2-oxo-2,9-dihydro-1H-pyrido[2,3-b]indol-6-yl]-4-dimethylaminobutane-1,3-dione and hydrazine monohydrate. The reactants are N#Cc1ccccc1-c1ccc(CBr)cc1, CO, NN, CN(C)C=O, O, O. Product: N#Cc1ccccc1-c1ccc(CN)cc1. RXN SMILES: [Br:1][CH2:2][c:3]1[cH:4][cH:5][c:6](-[c:9]2[c:10]([C:11]#[N:12])[cH:13][cH:14][cH:15][cH:16]2)[cH:7][cH:8]1.[CH3:26][OH:27].[NH2:19][NH2:20].[O:21]=[CH:22][N:23]([CH3:24])[CH3:25].[OH2:17].[OH2:18]>>[CH2:2]([c:3]1[cH:4][cH:5][c:6](-[c:9]2[c:10]([C:11]#[N:12])[cH:13][cH:14][cH:15][cH:16]2)[cH:7][cH:8]1)[NH2:19]. Starting materials: BrC1=CC=C2C=NC(=NN21)NC2=C(C=C(C=C2)N2CCN(CC2)C)OC ((7-Bromo-pyrrolo[2,1-f][1,2,4]triazin-2-yl)-[2-methoxy-4-(4-methyl-piperazin-1-yl)-phenyl]-amine), COC1=C(C=CC(=C1)N1CCN(CC1)C)N (2-Methoxy-4-(4-methyl-piperazin-1-yl)-phenylamine), BrC1=CC=C2C=NC(=NN21)S(=O)C (7-Bromo-2-methanesulfinyl-pyrrolo[2,1-f][1,2,4]triazine), CN1C(CCC1)=O (N-Methylpyrrolidinone). Conditions: temperature 145 celsius. Product: COC1=C(C=CC(=C1)N1CCN(CC1)C)NC1=NN2C(C=N1)=CC=C2C=2C=NC(=CC2)OC ([2-Methoxy-4-(4-methyl-piperazin-1-yl)-phenyl]-[7-(6-methoxy-pyridin-3-yl)-pyrrolo[2,1-f][1,2,4]triazin-2-yl]-amine). Reaction SMILES: Br[C:2]1[N:10]2[C:5]([CH:6]=[N:7][C:8]([NH:11][C:12]3[CH:17]=[CH:16][C:15]([N:18]4[CH2:23][CH2:22][N:21]([CH3:24])[CH2:20][CH2:19]4)=[CH:14][C:13]=3[O:25][CH3:26])=[N:9]2)=[CH:4][CH:3]=1.[CH3:27][O:28][C:29]1C=[C:33]([N:35]2CCN(C)CC2)[CH:32]=[CH:31][C:30]=1N.BrC1N2C(C=NC(S(C)=O)=N2)=CC=1.CN1CCCC1=O>>[CH3:26][O:25][C:13]1[CH:14]=[C:15]([N:18]2[CH2:23][CH2:22][N:21]([CH3:24])[CH2:20][CH2:19]2)[CH:16]=[CH:17][C:12]=1[NH:11][C:8]1[N:7]=[CH:6][C:5]2=[CH:4][CH:3]=[C:2]([C:32]3[CH:33]=[N:35][C:29]([O:28][CH3:27])=[CH:30][CH:31]=3)[N:10]2[N:9]=1. Reported procedure: (7-Bromo-pyrrolo[2,1-f][1,2,4]triazin-2-yl)-[2-methoxy-4-(4-methyl-piperazin-1-yl)-phenyl]-amine: Into a 30 mL vial, [A] 2-Methoxy-4-(4-methyl-piperazin-1-yl)-phenylamine (1.08 g, 0.00490 mol), [B] 7-Bromo-2-methanesulfinyl-pyrrolo[2,1-f][1,2,4]triazine (0.580 g, 0.00223 mol) and N-Methylpyrrolidinone (3.50 mL, 0.0363 mol) were added. The reaction mixture was heated at 145° C. for 2.5 hours. The solvent was removed under vacuum to give a solid. The solid was partitioned with water and DCM. The o... The reactants are [BH3-]C#N, [CH3], CO, CN1CCN(N)CC1, Cl, [Na+], C1COCCO1, O=Cc1nccs1. Yields the product CN1CCN(NCc2nccs2)CC1. As a reaction SMILES: [C:18]([BH3-:19])#[N:20].[CH3:16].[CH3:22][OH:23].[CH3:8][N:9]1[CH2:10][CH2:11][N:12]([NH2:15])[CH2:13][CH2:14]1.[ClH:17].[Na+:21].[O:24]1[CH2:25][CH2:26][O:27][CH2:28][CH2:29]1.[s:1]1[c:2]([CH:6]=[O:7])[n:3][cH:4][cH:5]1>>[s:1]1[c:2]([CH2:6][NH:15][N:12]2[CH2:11][CH2:10][N:9]([CH3:8])[CH2:14][CH2:13]2)[n:3][cH:4][cH:5]1. Starting materials: C(C)OC(COC1=CC=C(C=C1)CC(C)=O)=O (ethyl[4-(2-oxopropyl)phenoxy]acetate), C(C)OC(COC1=CC=C(C=C1)CC(C)=O)=O (ethyl[4-(2-oxopropyl)phenoxy]acetate), O.[OH-].[Li+] (lithium hydroxide monohydrate). The solvent is C1CCOC1 (THF). Conditions: time 10 minute. The product is O=C(CC1=CC=C(OCC(=O)O)C=C1)C ([4-(2-oxopropyl)phenoxy]acetic acid). Reported procedure: To a solution of ethyl[4-(2-oxopropyl)phenoxy]acetate (Intermediate 110, 786 mg, 3.33 mmol) in THF (24 mL) water was added (12 mL) and the mixture was stirred for 10 min. Then, lithium hydroxide monohydrate (420 mg, 10.01 mmol) was added and stirring was continued for 3.5 hours at room temperature. THF was evaporated from the reaction mixture and water was added (25 mL). The solution was acidified with 5N HCl until pH 2 was reached and the aqueous phase was extracted with CH2Cl2 (3×30 mL). The r... The yield is 56.5%. RXN SMILES: C([O:3][C:4](=[O:17])[CH2:5][O:6][C:7]1[CH:12]=[CH:11][C:10]([CH2:13][C:14](=[O:16])[CH3:15])=[CH:9][CH:8]=1)C.O.[OH-].[Li+]>C1COCC1>[O:16]=[C:14]([CH3:15])[CH2:13][C:10]1[CH:11]=[CH:12][C:7]([O:6][CH2:5][C:4]([OH:17])=[O:3])=[CH:8][CH:9]=1 |f:1.2.3|. Isolated yield 2.7%. Starting materials: O=C(O)C(c1ccccc1)c1ccccc1, COC(=O)c1cc(F)ccc1N. The product is COC(=O)c1cc(F)ccc1NC(=O)C(c1ccccc1)c1ccccc1. Reagents/catalysts: CN(C)C(=[N+](C)C)ON1C2=CC=CC=C2N=N1.F[P-](F)(F)(F)(F)F (HBTU), CCN(C(C)C)C(C)C (DIPEA). Conditions: temperature 25 celsius, time 2 hour. Run in CN(C)C=O (DMF), CN(C)C=O (DMF), CN(C)C=O (DMF), CN(C)C=O (DMF), CN(C)C=O (DMF), CN(C)C=O (DMF). As a reaction SMILES: COC(=O)c1cc(F)ccc1N.O=C(O)C(c1ccccc1)c1ccccc1.CN(C)C(=[N+](C)C)ON1C2=CC=CC=C2N=N1.F[P-](F)(F)(F)(F)F.CCN(C(C)C)C(C)C.CN(C)C=O>>COC(=O)c1cc(F)ccc1NC(=O)C(c1ccccc1)c1ccccc1.